Dataset: the Open Reaction Database (ORD), a public repository of structured organic reaction records. Task: describe an organic reaction: reactants, conditions, products, and yield Run at temperature 30 celsius. As a reaction SMILES: [N:1]1[CH:6]=[CH:5][C:4]([CH3:7])=[CH:3][CH:2]=1.[ClH:8].[CH:9]([C:11]1[CH:16]=[CH:15][CH:14]=[CH:13][N:12]=1)=[CH2:10]>C(O)(C)C>[ClH:8].[Cl-:8].[N:12]1[CH:13]=[CH:14][CH:15]=[CH:16][C:11]=1[CH2:9][CH2:10][N+:1]1[CH:6]=[CH:5][C:4]([CH3:7])=[CH:3][CH:2]=1 |f:4.5.6|. Solvent: C(C)(C)O (isopropanol). Procedure details: To 140 parts 4-picoline, also commonly called 4-methylpyridine, was added 540 parts of a 21.5% solution of hydrogen chloride in isopropanol, then 236 parts 2-vinylpyridine was added, and the resultant solution heated to 90° C. for 16 hours. The mixture was cooled to 30° C. and filtered to give 300 parts 1-[2-(2-pyridyl)ethyl]-4-picolinium chloride hydrochloride. The reactants are resultant solution, N1=CC=C(C=C1)C (4-picoline), CC1=CC=NC=C1 (4-methylpyridine), solution, Cl (hydrogen chloride), C(=C)C1=NC=CC=C1 (2-vinylpyridine). Yields the product 300, Cl.[Cl-].N1=C(C=CC=C1)CC[N+]1=CC=C(C=C1)C (1-[2-(2-pyridyl)ethyl]-4-picolinium chloride hydrochloride). Reactants: CCN=C=NCCCN(C)C, CN(C)c1ccncc1, O=C(O)c1cc(Cl)n[nH]c1=O, Cl, CN(C)C=O, Nc1ccccc1N. The product is Nc1ccccc1NC(=O)c1cc(Cl)n[nH]c1=O. Reaction SMILES: [CH2:21]([N:22]=[C:23]=[N:24][CH2:25][CH2:26][CH2:27][N:28]([CH3:29])[CH3:30])[CH3:31].[CH3:32][N:33]([c:34]1[cH:35][cH:36][n:37][cH:38][cH:39]1)[CH3:40].[Cl:1][c:2]1[cH:3][c:4]([C:9](=[O:10])[OH:11])[c:5](=[O:8])[nH:6][n:7]1.[ClH:20].[O:41]=[CH:42][N:43]([CH3:44])[CH3:45].[c:12]1([NH2:19])[c:13]([NH2:18])[cH:14][cH:15][cH:16][cH:17]1>>[Cl:1][c:2]1[cH:3][c:4]([C:9](=[O:11])[NH:19][c:12]2[c:13]([NH2:18])[cH:14][cH:15][cH:16][cH:17]2)[c:5](=[O:8])[nH:6][n:7]1. The reactants are COC(CC1=CC(=CC=C1)OC1=C(C=C(C=C1)Br)C=O)=O ([3-(4-Bromo-2-formyl-phenoxy)-phenyl]-acetic acid methyl ester), crude material, N[C@H](CO)CC1=CC=CC=C1 ((S)-(−)-2-amino-3-phenyl-1-propanol), C(#N)[BH3-].[Na+] (sodium cyanoborohydride). Reagents/catalysts: C(C)(=O)O (acetic acid). Solvent: C(Cl)Cl (CH2Cl2). Reaction conditions: time 8 hour. The product is COC(CC1=CC(=CC=C1)OC1=C(C=C(C=C1)Br)CN[C@H](CO)CC1=CC=CC=C1)=O ((3-{2-[((S)-1-Benzyl-2-hydroxy-ethylamino)-methyl]-4-bromo-phenoxy}-phenyl)-acetic acid methyl ester). Reaction SMILES: [CH3:1][O:2][C:3](=[O:21])[CH2:4][C:5]1[CH:10]=[CH:9][CH:8]=[C:7]([O:11][C:12]2[CH:17]=[CH:16][C:15]([Br:18])=[CH:14][C:13]=2[CH:19]=O)[CH:6]=1.[NH2:22][C@@H:23]([CH2:26][C:27]1[CH:32]=[CH:31][CH:30]=[CH:29][CH:28]=1)[CH2:24][OH:25].C([BH3-])#N.[Na+]>C(O)(=O)C.C(Cl)Cl>[CH3:1][O:2][C:3](=[O:21])[CH2:4][C:5]1[CH:10]=[CH:9][CH:8]=[C:7]([O:11][C:12]2[CH:17]=[CH:16][C:15]([Br:18])=[CH:14][C:13]=2[CH2:19][NH:22][C@@H:23]([CH2:26][C:27]2[CH:32]=[CH:31][CH:30]=[CH:29][CH:28]=2)[CH2:24][OH:25])[CH:6]=1 |f:2.3|. Reported procedure: [3-(4-Bromo-2-formyl-phenoxy)-phenyl]-acetic acid methyl ester (0.166 g, 0.49 mmol), (S)-(−)-2-amino-3-phenyl-1-propanol (0.091 g, 0.6 mmol), sodium cyanoborohydride (0.062 g, 1.0 mmol), and acetic acid (1 drop) were combined in CH2Cl2 (10 mL) and stirred overnight at room temperature. After aqueous work-up, the crude material was used directly in the next step. The reactants are Brc1ccccn1, Cc1cc(C)c(CC#N)c(C)c1, CC(C)(C)[O-], CS(C)=O, [Cl-], [K+], [NH4+]. Yields the product Cc1cc(C)c(C(C#N)c2ccccn2)c(C)c1. RXN SMILES: [Br:13][c:14]1[cH:15][cH:16][cH:17][cH:18][n:19]1.[CH3:1][c:2]1[c:3]([CH2:10][C:11]#[N:12])[c:4]([CH3:9])[cH:5][c:6]([CH3:8])[cH:7]1.[CH3:20][C:21]([CH3:22])([O-:23])[CH3:24].[CH3:28][S:29]([CH3:30])=[O:31].[Cl-:26].[K+:25].[NH4+:27]>>[CH3:1][c:2]1[c:3]([CH:10]([C:11]#[N:12])[c:14]2[cH:15][cH:16][cH:17][cH:18][n:19]2)[c:4]([CH3:9])[cH:5][c:6]([CH3:8])[cH:7]1. Reactants: C1CCOC1, Cc1c(S(=O)(=O)Cl)sc2ccc(Cl)cc12, [H-], COC(=O)c1cc(S(C)(=O)=O)c(N)cc1C, [Na+], CN(C)C=O. The product is COC(=O)c1cc(S(C)(=O)=O)c(NS(=O)(=O)c2sc3ccc(Cl)cc3c2C)cc1C. Reaction SMILES: [CH2:1]1[O:2][CH2:3][CH2:4][CH2:5]1.[Cl:24][c:25]1[cH:26][c:27]2[c:28]([s:29][c:30]([S:33](=[O:34])(=[O:35])[Cl:36])[c:31]2[CH3:32])[cH:37][cH:38]1.[H-:22].[NH2:6][c:7]1[cH:8][c:9]([CH3:21])[c:10]([C:11](=[O:12])[O:13][CH3:14])[cH:15][c:16]1[S:17](=[O:18])(=[O:19])[CH3:20].[Na+:23].[O:39]=[CH:40][N:41]([CH3:42])[CH3:43]>>[NH:6]([c:7]1[cH:8][c:9]([CH3:21])[c:10]([C:11](=[O:12])[O:13][CH3:14])[cH:15][c:16]1[S:17](=[O:18])(=[O:19])[CH3:20])[S:33]([c:30]1[s:29][c:28]2[c:27]([cH:26][c:25]([Cl:24])[cH:38][cH:37]2)[c:31]1[CH3:32])(=[O:34])=[O:35]. Reactants: CN(CCNC(=O)C=1C=C2C=3C=C4C(=C(C3NC2=CC1)OC)NC=1C=CC(=CC14)C(=O)NCCN(C)C)C (N2,N10-bis(2-(dimethylamino)ethyl)-6-methoxy-5,7-dihydroindolo[2,3-b]carbazole-2,10-dicarboxamide), [H-].[H-].[H-].[H-].[Li+].[Al+3] (LiAlH4). Solvent: C1CCOC1 (THF). Yields the product COC1=C2C(=CC=3C4=CC(=CC=C4NC13)CNCCN(C)C)C=1C=C(C=CC1N2)CNCCN(C)C (N1,N1′-(6-methoxy-5,7-dihydroindolo[2,3-b]carbazole-2,10-diyl)bis(methylene)bis(N2,N2-dimethylethane-1,2-diamine)). The yield is 7.6%. Reaction SMILES: [CH3:1][N:2]([CH3:38])[CH2:3][CH2:4][NH:5][C:6]([C:8]1[CH:9]=[C:10]2[C:18](=[CH:19][CH:20]=1)[NH:17][C:16]1[C:15]([O:21][CH3:22])=[C:14]3[NH:23][C:24]4[CH:25]=[CH:26][C:27]([C:30]([NH:32][CH2:33][CH2:34][N:35]([CH3:37])[CH3:36])=O)=[CH:28][C:29]=4[C:13]3=[CH:12][C:11]2=1)=O.[H-].[H-].[H-].[H-].[Li+].[Al+3]>C1COCC1>[CH3:22][O:21][C:15]1[C:14]2[NH:23][C:24]3[C:29](=[CH:28][C:27]([CH2:30][NH:32][CH2:33][CH2:34][N:35]([CH3:36])[CH3:37])=[CH:26][CH:25]=3)[C:13]=2[CH:12]=[C:11]2[C:10]3[CH:9]=[C:8]([CH2:6][NH:5][CH2:4][CH2:3][N:2]([CH3:1])[CH3:38])[CH:20]=[CH:19][C:18]=3[NH:17][C:16]=12 |f:1.2.3.4.5.6|. Procedure: To a solution of N2,N10-bis(2-(dimethylamino)ethyl)-6-methoxy-5,7-dihydroindolo[2,3-b]carbazole-2,10-dicarboxamide (0.49 g, 0.97 mmol) in THF (100 mL) at 0° C. was added LiAlH4 (0.784 g, 20.66 mmol) under Ar and heated to reflux. The reaction mixture was quenched by dropwise addition of water (2 mL). The solution was filtered, concentrated, and purified by flash chromatography to provide the title product (35.8 mg). 1H-NMR (DMSO-d6, 400 MHz) δ ppm 10.94 (s, 2H), 8.74 (s, 1H), 8.05 (s, 2H), 7.36-... The reactants are O.O.[Sn](Cl)Cl (Tin(II) chloride dihydrate), O.O.[Sn](Cl)Cl (Tin(II) chloride dihydrate), N1(CCOCC1)C1=C(C(=O)OCC=C)C=C(C=C1)[N+](=O)[O-] (allyl 2-morpholin-4-yl-5-nitrobenzoate), C(C)O (Ethanol). The solvent is CCOC(=O)C (EtOAc). The product is NC=1C=CC(=C(C(=O)OCC=C)C1)N1CCOCC1 (Allyl 5-amino-2-morpholin-4-ylbenzoate). Isolated yield 53.7%. As a reaction SMILES: O.O.[Sn](Cl)Cl.[N:6]1([C:12]2[CH:23]=[CH:22][C:21]([N+:24]([O-])=O)=[CH:20][C:13]=2[C:14]([O:16][CH2:17][CH:18]=[CH2:19])=[O:15])[CH2:11][CH2:10][O:9][CH2:8][CH2:7]1.C(O)C>CCOC(C)=O>[NH2:24][C:21]1[CH:22]=[CH:23][C:12]([N:6]2[CH2:7][CH2:8][O:9][CH2:10][CH2:11]2)=[C:13]([CH:20]=1)[C:14]([O:16][CH2:17][CH:18]=[CH2:19])=[O:15] |f:0.1.2|. Procedure: Tin(II) chloride dihydrate (17.37 g, 77 mmol) was added to a solution of allyl 2-morpholin-4-yl-5-nitrobenzoate (11.24 g, 38.5 mmol) in EtOAc (250 mL) and the mixture was stirred and heated under reflux for 4 h. Ethanol (150 mL) was added, followed by another portion of Tin(II) chloride dihydrate (17.4 g) and the mixture was heated for another 2 h. The mixture was cooled and filtered then the filtrate was washed repeatedly with aqueous ammonium hydroxide and re-filtered. The organic layer was dr... Starting materials: C1(=CC=CC=C1)CCC(C)=O (4-phenyl-2-butanone), C[Si](O[SiH](C)C)(C)C (1,1,1,3,3-pentamethyldisiloxane), [F-].C(CCC)[N+](CCCC)(CCCC)CCCC (tetrabutylammonium fluoride). Solvent: C1CCOC1 (THF), C1CCOC1 (THF). Reaction conditions: time 24 hour. Product: C1(=CC=CC=C1)CCCCO (4-phenyl-1-butanol). Isolated yield 36.8%. Reaction SMILES: [C:1]1([CH2:7][CH2:8][C:9](=O)[CH3:10])[CH:6]=[CH:5][CH:4]=[CH:3][CH:2]=1.C[Si](C)(C)[O:14][SiH](C)C.[F-].C([N+](CCCC)(CCCC)CCCC)CCC>C1COCC1>[C:1]1([CH2:7][CH2:8][CH2:9][CH2:10][OH:14])[CH:6]=[CH:5][CH:4]=[CH:3][CH:2]=1 |f:2.3|. Procedure: A 30-mL eggplant flask equipped with a magnetic stirrer was heat dried while pumping to a vacuum of 5 Pa before its interior was purged with nitrogen atmosphere. To the flask, 4-phenyl-2-butanone (148 mg, 1.0 mol) and 1,1,1,3,3-pentamethyldisiloxane (371 mg, 2.5 mmol) were added through a syringe, and iron complex A (5.0 mg, 0.01 mmol) was added as catalyst. The solution was stirred at room temperature for 24 hours. At 0° C., THF (1 mL) and tetrabutylammonium fluoride in THF (1 M, 1 mL) were the...